From a dataset of the Open Reaction Database (ORD), a public repository of structured organic reaction records. describe an organic reaction: reactants, conditions, products, and yield Reactants: [OH-].[Li+] (lithium hydroxide), BrC=1C=C(NC1C)C(=O)NC1CCN(CC1)C=1C=C(C(=O)OC)C=C(N1)Cl (Methyl 2-(4-{[(4-bromo-5-methyl-1H-pyrrol-2-yl)carbonyl]amino}piperidin-1-yl)-6-chloroisonicotinate), Cl (HCl). The product is BrC=1C=C(NC1C)C(=O)NC1CCN(CC1)C=1C=C(C(=O)O)C=C(N1)Cl (2-(4-{[(4-Bromo-5-methyl-1H-pyrrol-2-yl)carbonyl]amino}piperidin-1-yl)-6-chloroisonicotinic acid). Solvent: C1CCOC1 (THF). As a reaction SMILES: [Br:1][C:2]1[CH:3]=[C:4]([C:8]([NH:10][CH:11]2[CH2:16][CH2:15][N:14]([C:17]3[CH:18]=[C:19]([CH:24]=[C:25]([Cl:27])[N:26]=3)[C:20]([O:22]C)=[O:21])[CH2:13][CH2:12]2)=[O:9])[NH:5][C:6]=1[CH3:7].[OH-].[Li+].Cl>C1COCC1>[Br:1][C:2]1[CH:3]=[C:4]([C:8]([NH:10][CH:11]2[CH2:16][CH2:15][N:14]([C:17]3[CH:18]=[C:19]([CH:24]=[C:25]([Cl:27])[N:26]=3)[C:20]([OH:22])=[O:21])[CH2:13][CH2:12]2)=[O:9])[NH:5][C:6]=1[CH3:7] |f:1.2|. Procedure details: Methyl 2-(4-{[(4-bromo-5-methyl-1H-pyrrol-2-yl)carbonyl]amino}piperidin-1-yl)-6-chloroisonicotinate (Example 43, 1.7 g, 3.72 mmol) was dissolved in THF (10 ml). 2 N lithium hydroxide (10 ml) was added and the reaction was stirred at room temperature for 3 h. The mixture was acidified with 1 N HCl and was extracted with EtOAc (3×50 ml), dried over Na2SO4 and concentrated in vacuo. Conditions: time 3 hour.